This data is from the Open Reaction Database (ORD), a public repository of structured organic reaction records. The task is: describe an organic reaction: reactants, conditions, products, and yield The product is Cc1ccc(-c2nc3ccc(C)cn3c2CC(=O)c2ccc(Cl)cc2)cc1. Reaction SMILES: [Br-:28].[Cl:29][c:30]1[cH:31][cH:32][c:33]([Mg+:36])[cH:34][cH:35]1.[n:1]1[cH:2][cH:3][cH:4][cH:5][c:6]1[S:7][C:8]([CH2:9][c:10]1[c:11](-[c:20]2[cH:21][cH:22][c:23]([CH3:26])[cH:24][cH:25]2)[n:12][c:13]2[n:14]1[cH:15][c:16]([CH3:19])[cH:17][cH:18]2)=[O:27]>>[C:8]([CH2:9][c:10]1[c:11](-[c:20]2[cH:21][cH:22][c:23]([CH3:26])[cH:24][cH:25]2)[n:12][c:13]2[n:14]1[cH:15][c:16]([CH3:19])[cH:17][cH:18]2)(=[O:27])[c:33]1[cH:32][cH:31][c:30]([Cl:29])[cH:35][cH:34]1. Reactants: [Br-], [Mg+]c1ccc(Cl)cc1, Cc1ccc(-c2nc3ccc(C)cn3c2CC(=O)Sc2ccccn2)cc1. Reactants: COC=1C=C(C=C(C1OC)OC)SCCCC(=O)OCC (Ethyl 4-(3,4,5-trimethoxy-phenylsulphanyl)butyrate). Run in [OH-].[Na+] (sodium hydroxide), CO (methanol). Yields the product COC=1C=C(C=C(C1OC)OC)SCCCC(=O)O (4-(3,4,5-Trimethoxy-phenylsulphanyl)butanoic acid). Reaction SMILES: [CH3:1][O:2][C:3]1[CH:4]=[C:5]([S:13][CH2:14][CH2:15][CH2:16][C:17]([O:19]CC)=[O:18])[CH:6]=[C:7]([O:11][CH3:12])[C:8]=1[O:9][CH3:10]>[OH-].[Na+].CO>[CH3:1][O:2][C:3]1[CH:4]=[C:5]([S:13][CH2:14][CH2:15][CH2:16][C:17]([OH:19])=[O:18])[CH:6]=[C:7]([O:11][CH3:12])[C:8]=1[O:9][CH3:10] |f:1.2|. Procedure: A solution of 1.6 g of the compound obtained in Step B in 25 ml of 1M sodium hydroxide solution and 25 ml of methanol is stirred for 4 hours at 50° C., and then distilled under a partial vacuum, rendered acidic with 25 ml of 1M hydrochloric acid and extracted with dichloromethane. The combined organic phases are dried over sodium sulphate and then evaporated to dryness, enabling the expected product to be isolated. The reactants are C(C)(C)(C)OC(=O)N1[C@@H](CC(C1)=NOCC1=CC(=C(C=C1)Cl)Cl)C(=O)O ((2S,4EZ)-1-(tert-butoxycarbonyl)-4-{[(3,4-dichlorobenzyl)oxy]imino}-2-pyrrolidinecarboxylic acid), N(=C=O)C1=CC(=CC=C1)OC (1-isocyanato-3-methoxybenzene), C1(CC1)N (cyclopropylamine). Product: C1(CC1)NC(=O)[C@H]1N(CC(C1)=NOCC1=CC(=C(C=C1)Cl)Cl)C(=O)NC1=CC(=CC=C1)OC ((2S,4EZ)-N2-cyclopropyl-4-{[(3,4-dichlorobenzyl)oxy]imino}-N1-(3-methoxyphenyl)-1,2-pyrrolidinedicarboxamide). RXN SMILES: C(O[C:6]([N:8]1[CH2:12][C:11](=[N:13][O:14][CH2:15][C:16]2[CH:21]=[CH:20][C:19]([Cl:22])=[C:18]([Cl:23])[CH:17]=2)[CH2:10][C@H:9]1[C:24]([OH:26])=O)=[O:7])(C)(C)C.[N:27]([C:30]1[CH:35]=[CH:34][CH:33]=[C:32]([O:36][CH3:37])[CH:31]=1)=C=O.[CH:38]1([NH2:41])[CH2:40][CH2:39]1>>[CH:38]1([NH:41][C:24]([C@@H:9]2[CH2:10][C:11](=[N:13][O:14][CH2:15][C:16]3[CH:21]=[CH:20][C:19]([Cl:22])=[C:18]([Cl:23])[CH:17]=3)[CH2:12][N:8]2[C:6]([NH:27][C:30]2[CH:35]=[CH:34][CH:33]=[C:32]([O:36][CH3:37])[CH:31]=2)=[O:7])=[O:26])[CH2:40][CH2:39]1. Reported procedure: Following the general method as outlined in Example 22, starting from (2S,4EZ)-1-(tert-butoxycarbonyl)-4-{[(3,4-dichlorobenzyl)oxy]imino}-2-pyrrolidinecarboxylic acid, 1-isocyanato-3-methoxybenzene, and cyclopropylamine the title compound was obtained in 45% purity by LC/MS. MS(ESI+): m/z=491.6. The reactants are Cc1ccnc(Br)c1, COCCOC, CCOC(C)=O, COc1ccc(B(O)O)cc1, [Na+], [Na+], O=C([O-])[O-], [Pd], c1ccc(P(c2ccccc2)c2ccccc2)cc1, c1ccc(P(c2ccccc2)c2ccccc2)cc1, c1ccc(P(c2ccccc2)c2ccccc2)cc1, c1ccc(P(c2ccccc2)c2ccccc2)cc1. Product: COc1ccc(-c2cc(C)ccn2)cc1. RXN SMILES: [Br:1][c:2]1[n:3][cH:4][cH:5][c:6]([CH3:8])[cH:7]1.[CH3:26][O:27][CH2:28][CH2:29][O:30][CH3:31].[CH3:32][CH2:33][O:34][C:35](=[O:36])[CH3:37].[CH3:9][O:10][c:11]1[cH:12][cH:13][c:14]([B:17]([OH:18])[OH:19])[cH:15][cH:16]1.[Na+:20].[Na+:21].[O-:22][C:23](=[O:24])[O-:25].[Pd:38].[c:39]1([P:40]([c:41]2[cH:42][cH:43][cH:44][cH:45][cH:46]2)[c:47]2[cH:48][cH:49][cH:50][cH:51][cH:52]2)[cH:53][cH:54][cH:55][cH:56][cH:57]1.[c:58]1([P:59]([c:60]2[cH:61][cH:62][cH:63][cH:64][cH:65]2)[c:66]2[cH:67][cH:68][cH:69][cH:70][cH:71]2)[cH:72][cH:73][cH:74][cH:75][cH:76]1.[c:77]1([P:78]([c:79]2[cH:80][cH:81][cH:82][cH:83][cH:84]2)[c:85]2[cH:86][cH:87][cH:88][cH:89][cH:90]2)[cH:91][cH:92][cH:93][cH:94][cH:95]1.[c:96]1([P:97]([c:98]2[cH:99][cH:100][cH:101][cH:102][cH:103]2)[c:104]2[cH:105][cH:106][cH:107][cH:108][cH:109]2)[cH:110][cH:111][cH:112][cH:113][cH:114]1>>[c:2]1(-[c:14]2[cH:13][cH:12][c:11]([O:10][CH3:9])[cH:16][cH:15]2)[n:3][cH:4][cH:5][c:6]([CH3:8])[cH:7]1. The solvent is O1CCCC1 (tetrahydrofuran), N1=CC=CC=C1 (pyridine), O1CCCC1 (tetrahydrofuran). Reaction conditions: time 1 hour. Reported procedure: To a 0° C. solution of 13 g of p-(tetradecyloxy)phenyl isocyanate in 70 ml of tetrahydrofuran and 30 ml of pyridine is added over 10 minutes a solution of 7.24 g of 3-aminobenzyl alcohol in 70 ml of tetrahydrofuran with continued stirring for one hour. The mixture is heated until all the solids dissolve then allowed to stand at ambient temperature overnight. The mixture is poured into water and the solid collected. The solid is washed with dilute hydrochloric acid and Water then crystallized fro... Reactants: O (water), C(CCCCCCCCCCCCC)OC1=CC=C(C=C1)N=C=O (p-(tetradecyloxy)phenyl isocyanate), NC=1C=C(CO)C=CC1 (3-aminobenzyl alcohol). The yield is 73.5%. As a reaction SMILES: [CH2:1]([O:15][C:16]1[CH:21]=[CH:20][C:19]([N:22]=[C:23]=[O:24])=[CH:18][CH:17]=1)[CH2:2][CH2:3][CH2:4][CH2:5][CH2:6][CH2:7][CH2:8][CH2:9][CH2:10][CH2:11][CH2:12][CH2:13][CH3:14].[NH2:25][C:26]1[CH:27]=[C:28]([CH:31]=[CH:32][CH:33]=1)[CH2:29][OH:30].O>O1CCCC1.N1C=CC=CC=1>[OH:30][CH2:29][C:28]1[CH:27]=[C:26]([NH:25][C:23]([NH:22][C:19]2[CH:18]=[CH:17][C:16]([O:15][CH2:1][CH2:2][CH2:3][CH2:4][CH2:5][CH2:6][CH2:7][CH2:8][CH2:9][CH2:10][CH2:11][CH2:12][CH2:13][CH3:14])=[CH:21][CH:20]=2)=[O:24])[CH:33]=[CH:32][CH:31]=1. Yields the product OCC=1C=C(C=CC1)NC(=O)NC1=CC=C(C=C1)OCCCCCCCCCCCCCC (N-[3-(Hydroxymethyl)phenyl]-N'-[4-(tetradecyloxy)phenyl]urea). Starting materials: CSC=1C=CC2=C(N=C(C=3C(N2)=CSC3)SC)C1 (7,10-bis(methylthio)-4H-thieno[3,4-b][1,5]benzodiazepine), OCCN1CCNCC1 (N-(2-hydroxyethyl)-piperazine), O (water). The solvent is C(C)(=O)O (acetic acid). The product is CSC=1C=CC2=C(N=C(C=3C(N2)=CSC3)N3CCN(CC3)CCO)C1 (7-Methylthio-10-[4-(2-hydroxyethyl)-1-piperazinyl]-4H-thieno[3,4-b][1,5]benzodiazepine). As a reaction SMILES: [CH3:1][S:2][C:3]1[CH:4]=[CH:5][C:6]2[NH:12][C:11]3=[CH:13][S:14][CH:15]=[C:10]3[C:9](SC)=[N:8][C:7]=2[CH:18]=1.O.[OH:20][CH2:21][CH2:22][N:23]1[CH2:28][CH2:27][NH:26][CH2:25][CH2:24]1>C(O)(=O)C>[CH3:1][S:2][C:3]1[CH:4]=[CH:5][C:6]2[NH:12][C:11]3=[CH:13][S:14][CH:15]=[C:10]3[C:9]([N:26]3[CH2:27][CH2:28][N:23]([CH2:22][CH2:21][OH:20])[CH2:24][CH2:25]3)=[N:8][C:7]=2[CH:18]=1. Procedure: A solution of 7,10-bis(methylthio)-4H-thieno[3,4-b][1,5]benzodiazepine in excess N-(2-hydroxyethyl)-piperazine and glacial acetic acid is heated at 140°-160° C. for 2 days. The solution is poured into water and the product is collected.